From a dataset of the Open Reaction Database (ORD), a public repository of structured organic reaction records. describe an organic reaction: reactants, conditions, products, and yield Reactants: CC(=O)N[C@H]1CCC2=CC(=C(C(=C2C3=C1C=C(C=C3)O)OC)OC)OC (N-acetyl-colchinol), C(N)(=O)Cl.N1(CCCCC1)C1CCNCC1 (4-piperidinopiperidine carbamoyl chloride). Solvent: N1=CC=CC=C1 (pyridine). Yields the product N1(CCCCC1)C1CCN(CC1)C(=O)OC=1C=CC2=C(C(CCC3=C2C(=C(C(=C3)OC)OC)OC)NC(C)=O)C1 (N-[3-(4-(1-piperidinyl)piperidinylcarbonyloxy)-9,10,11-trimethoxy-6,7-dihydro-5H-dibenzo[a,c]cyclohepten-5-yl]acetamide). Yield: 38.8%. Reaction SMILES: [CH3:1][C:2]([NH:4][C@@H:5]1[C:15]2[CH:16]=[C:17]([OH:20])[CH:18]=[CH:19][C:14]=2[C:13]2[C:8](=[CH:9][C:10]([O:25][CH3:26])=[C:11]([O:23][CH3:24])[C:12]=2[O:21][CH3:22])[CH2:7][CH2:6]1)=[O:3].[C:27](Cl)(=[O:29])[NH2:28].[N:31]1([CH:37]2[CH2:42][CH2:41]N[CH2:39][CH2:38]2)[CH2:36][CH2:35][CH2:34][CH2:33][CH2:32]1>N1C=CC=CC=1>[N:31]1([CH:37]2[CH2:42][CH2:41][N:28]([C:27]([O:20][C:17]3[CH:18]=[CH:19][C:14]4[C:13]5[C:12]([O:21][CH3:22])=[C:11]([O:23][CH3:24])[C:10]([O:25][CH3:26])=[CH:9][C:8]=5[CH2:7][CH2:6][CH:5]([NH:4][C:2](=[O:3])[CH3:1])[C:15]=4[CH:16]=3)=[O:29])[CH2:39][CH2:38]2)[CH2:36][CH2:35][CH2:34][CH2:33][CH2:32]1 |f:1.2|. Reported procedure: A solution of N-acetyl-colchinol (300 mg, 0.84 mmol), (J. Cech F. Santacy Collect. Czech Comm 1949, 4, 532–539), in pyridine (5 ml) was treated with 4-piperidinopiperidine carbamoyl chloride (346 mg, 1.5 mmol), (K. H. Henegar et al. J. Org. Chem., 1997, 62, 6588–6597) and the solution heated at reflux for 1 hour. The cooled mixture was filtered and the filtrate concentrated under reduced pressure. The residue was purified on silica gel eluting with methanol to give the title compound (180 mg) as... Starting materials: ClC(Cl)(OC(OC(Cl)(Cl)Cl)=O)Cl (triphosgene), CN1CCNCC1 (1-methyl-piperazine), CCN(C(C)C)C(C)C (DIEA), CC(C)(OC(=O)N1CCNCC1)C (1-(1,1-dimethylethoxycarbonyl)piperazine), CCN(C(C)C)C(C)C (DIEA). Run in ClCCl (dichloromethane), ClCCl (dichloromethane), ClCCl (dichloromethane). The product is CC(C)(OC(=O)N1CCN(CC1)C(=O)N1CCN(CC1)C)C (4-[[4-(1,1-dimethylethoxycarbonyl)-1-piperazinyl]carbonyl]-1-methylpiperazine). RXN SMILES: ClC(Cl)(O[C:5](=[O:11])OC(Cl)(Cl)Cl)Cl.[CH3:13][N:14]1[CH2:19][CH2:18][NH:17][CH2:16][CH2:15]1.CCN(C(C)C)C(C)C.[CH3:29][C:30]([CH3:41])([O:32][C:33]([N:35]1[CH2:40][CH2:39][NH:38][CH2:37][CH2:36]1)=[O:34])[CH3:31]>ClCCl>[CH3:31][C:30]([CH3:41])([O:32][C:33]([N:35]1[CH2:36][CH2:37][N:38]([C:5]([N:17]2[CH2:18][CH2:19][N:14]([CH3:13])[CH2:15][CH2:16]2)=[O:11])[CH2:39][CH2:40]1)=[O:34])[CH3:29]. Procedure details: To a solution of 1.1 g of triphosgene (3.7 mMol) in 20 ml of dichloromethane, a mixture of 1.2 g (10 mMol) of 1-methyl-piperazine, 0.38 ml (22 mMol) of DIEA and 35 ml of dichloromethane was added dropwise at room temperature within 30 minutes, and then the solution of 1.9 g (10 mMol) of 1-(1,1-dimethylethoxycarbonyl)piperazine and 0.38 ml of DIEA in 20 ml dichloromethane were added. After stirring for an hour at room temperature, insoluble matter was filtered off and the filtrate evaporated down... Reactants: BrCc1ccccc1CBr, CC(=O)CC#N, CCO, CCOCC, [Na], O. Yields the product CC(=O)C1(C#N)Cc2ccccc2C1. RXN SMILES: [Br:7][CH2:8][c:9]1[c:10]([CH2:15][Br:16])[cH:11][cH:12][cH:13][cH:14]1.[C:17]([CH2:18][C:19](=[O:20])[CH3:21])#[N:22].[CH3:23][CH2:24][OH:25].[CH3:2][CH2:3][O:4][CH2:5][CH3:6].[Na:1].[OH2:26]>>[CH2:8]1[c:9]2[c:10]([cH:11][cH:12][cH:13][cH:14]2)[CH2:15][C:18]1([C:17]#[N:22])[C:19](=[O:20])[CH3:21]. The reactants are ClCCl, CC1=NC(C)Cc2ccccc21, CCO, CC(Cl)Cc1ccccc1, CC#N, [Cl-], [Na+], [OH-]. The product is CC1Cc2ccccc2C(C)N1. As a reaction SMILES: [CH2:29]([Cl:30])[Cl:31].[CH3:14][C:15]1=[N:16][CH:17]([CH3:25])[CH2:18][c:19]2[cH:20][cH:21][cH:22][cH:23][c:24]21.[CH3:26][CH2:27][OH:28].[CH3:2][CH:3]([Cl:4])[CH2:5][c:6]1[cH:7][cH:8][cH:9][cH:10][cH:11]1.[CH3:32][C:33]#[N:34].[Cl-:1].[Na+:13].[OH-:12]>>[CH3:14][CH:15]1[NH:16][CH:17]([CH3:25])[CH2:18][c:19]2[cH:20][cH:21][cH:22][cH:23][c:24]21.